This data is from the Open Reaction Database (ORD), a public repository of structured organic reaction records. The task is: describe an organic reaction: reactants, conditions, products, and yield The reactants are FC(C1=C(C=O)C=CC=C1)(F)F (o-trifluoromethylbenzaldehyde), C(CC(=O)C)(=O)OCCCCCl (4-chlorobutyl acetoacetate), N\C(=C/C(=O)OC)\C (methyl 3-aminocrotonate). Run in C(C)(C)O (isopropanol). Product: CC=1NC(=C(C(C1C(=O)OCCCCCl)C1=C(C=CC=C1)C(F)(F)F)C(=O)OC)C (4-chlorobutyl methyl 1,4-dihydro-2,6-dimethyl-4-(2-trifluoromethylphenyl)pyridine-3,5-dicarboxylate). RXN SMILES: [F:1][C:2]([F:12])([F:11])[C:3]1[CH:10]=[CH:9][CH:8]=[CH:7][C:4]=1[CH:5]=O.[C:13]([O:19][CH2:20][CH2:21][CH2:22][CH2:23][Cl:24])(=[O:18])[CH2:14][C:15]([CH3:17])=O.[NH2:25]/[C:26](/[CH3:32])=[CH:27]\[C:28]([O:30][CH3:31])=[O:29]>C(O)(C)C>[CH3:17][C:15]1[NH:25][C:26]([CH3:32])=[C:27]([C:28]([O:30][CH3:31])=[O:29])[CH:5]([C:4]2[CH:7]=[CH:8][CH:9]=[CH:10][C:3]=2[C:2]([F:12])([F:11])[F:1])[C:14]=1[C:13]([O:19][CH2:20][CH2:21][CH2:22][CH2:23][Cl:24])=[O:18]. Procedure details: 13.2 Grams of o-trifluoromethylbenzaldehyde, 14.6 g of 4-chlorobutyl acetoacetate and 8.8 g of methyl 3-aminocrotonate were added to 50 ml of isopropanol, and the whole mixture was refluxed by heating for 4 hours. The reaction mixture was concentrated, and the residue was purified by a silica gel column chromatography (eluant=chloroform) to yield 18.2 g of 4-chlorobutyl methyl 1,4-dihydro-2,6-dimethyl-4-(2-trifluoromethylphenyl)pyridine-3,5-dicarboxylate in the form of yellow oily substance.